From a dataset of the Open Reaction Database (ORD), a public repository of structured organic reaction records. describe an organic reaction: reactants, conditions, products, and yield Starting materials: CC1C2=CC=C(C=C2C1)[Si](C)(C)C (7-methyl-3-trimethylsilylbicyclo[4.2.0]octa-1,3,5-triene), ClN1C(CCC1=O)=O (N-chlorosuccinimide), [Br-].[Li+] (lithium bromide). Run in CO (MeOH). Reaction conditions: time 2 hour. The product is BrC=1C=C2CC(C2=CC1)C (3-bromo-7-methyl-bicyclo[4.2.0]octa-1,3,5-triene). As a reaction SMILES: [CH3:1][CH:2]1[CH2:9][C:8]2[C:3]1=[CH:4][CH:5]=[C:6]([Si](C)(C)C)[CH:7]=2.ClN1C(=O)CCC1=O.[Br-:22].[Li+]>CO>[Br:22][C:6]1[CH:7]=[C:8]2[C:3](=[CH:4][CH:5]=1)[CH:2]([CH3:1])[CH2:9]2 |f:2.3|. Reported procedure: To a solution of 7-methyl-3-trimethylsilylbicyclo[4.2.0]octa-1,3,5-triene (48.1 g, 0.25 mol) in MeOH (1000 ml) at 25° C., was added N-chlorosuccinimide (37.1 g, 0.28 mol), followed by lithium bromide (24.1 g, 0.28 mol) and the reaction mixture was allowed to stir at this temperature for 2 hrs. It was then quenched with H2O (200 ml), and concentrated under reduced pressure. The residue was extracted with hexane (200 ml×4), the combined organic extracts were washed with H2O (3×200 ml), dried over ... Starting materials: Clc1ncnc2ccc(I)cc12, Nc1ccc2[nH]ccc2c1. Yields the product Ic1ccc2ncnc(Nc3ccc4[nH]ccc4c3)c2c1. Reaction SMILES: [I:1][c:2]1[cH:3][c:4]2[c:5]([Cl:12])[n:6][cH:7][n:8][c:9]2[cH:10][cH:11]1.[NH2:13][c:14]1[cH:15][c:16]2[cH:17][cH:18][nH:19][c:20]2[cH:21][cH:22]1>>[I:1][c:2]1[cH:3][c:4]2[c:5]([NH:13][c:14]3[cH:15][c:16]4[cH:17][cH:18][nH:19][c:20]4[cH:21][cH:22]3)[n:6][cH:7][n:8][c:9]2[cH:10][cH:11]1. Starting materials: C(C)(=O)OC1=CC2=C(C(=C3CCCCN3C2=O)C)C(=C1)OC(C)=O (8,10-bis(acetyloxy)-1,2,3,4-tetrahydro-11-methyl-6H-benzo[b]quinolizin-6-one), CN(C=O)C (N,N-dimethylformamide), C(C)(C)(C)OC(=O)NCC(=O)O (N-(tert.-butyloxycarbonyl)-glycine), C(=O)(N1C=NC=C1)N1C=NC=C1 (1,1'-carbonyldiimidazole), CN(C=O)C (N,N-dimethylformamide). The reagents and catalysts are CN(C1=CC=NC=C1)C (4-dimethylaminopyridine). The solvent is O (water). Run at temperature 25 celsius, time 8 hour. Product: NCC(=O)OC1=CC2=C(C(=C3CCCCN3C2=O)C)C(=C1)OC(CN)=O (8,10bis[(aminoacetyl)oxy]-11-methyl-1,2,3,4-tetrahydro-6H-benzo[b]quinolizine-6-one). Reaction SMILES: [C:1]([O:5][C:6](NCC(O)=O)=[O:7])([CH3:4])([CH3:3])C.[C:13](N1C=CN=C1)([N:15]1C=CN=C1)=O.C(OC1C=[C:43]([O:45][C:46](=[O:48])[CH3:47])[C:32]2[C:33]([CH3:42])=[C:34]3[N:39]([C:40](=[O:41])[C:31]=2C=1)[CH2:38][CH2:37][CH2:36][CH2:35]3)(=O)C.C[N:50](C)C=O>CN(C)C1C=CN=CC=1.O>[NH2:15][CH2:13][C:6]([O:5][C:1]1[CH:3]=[C:43]([O:45][C:46](=[O:48])[CH2:47][NH2:50])[C:32]2[C:33]([CH3:42])=[C:34]3[N:39]([C:40](=[O:41])[C:31]=2[CH:4]=1)[CH2:38][CH2:37][CH2:36][CH2:35]3)=[O:7]. Reported procedure: Combine N-(tert.-butyloxycarbonyl)-glycine (8.8 g), 1,1'-carbonyldiimidazole (8.1 g), and N,N-dimethylformamide (40 ml) at 10° C., and, after 10 min., add 8,10-bis(acetyloxy)-1,2,3,4-tetrahydro-11-methyl-6H-benzo[b]quinolizin-6-one (2.45 g) in N,N-dimethylformamide (40 ml) followed by 4-dimethylaminopyridine (6.1 g). Stir the reaction mixture at 25° C. overnight. Dilute the reaction mixture with water (250 ml) and extract with ethyl acetate. Combine the organic extracts, and wash them sequential... Starting materials: NC[C@H]1N(C[C@@H](C1)O[Si](C)(C)C(C)(C)C)C(=O)OCC1=CC=C(C=C1)[N+](=O)[O-] ((2S,4R)-2-aminomethyl-4-(t-butyldimethylsilyloxy)-1-(4-nitrobenzyloxycarbonyl)-pyrrolidine), [OH-].[Na+] (sodium hydroxide), ClC(C(=O)Cl)C (2-chloropropionylchloride). Run in O1CCCC1 (tetrahydrofuran), O (water). Product: [Si](C)(C)(C(C)(C)C)O[C@@H]1C[C@H](N(C1)C(=O)OCC1=CC=C(C=C1)[N+](=O)[O-])CNC(C(C)Cl)=O ((2S,4R)-4-(t-butyldimethylsilyloxy)-2-(2-chloropropionyl)aminomethyl-1-(4-nitrobenzyloxycarbonyl)-pyrrolidine). As a reaction SMILES: [NH2:1][CH2:2][C@@H:3]1[CH2:7][C@@H:6]([O:8][Si:9]([C:12]([CH3:15])([CH3:14])[CH3:13])([CH3:11])[CH3:10])[CH2:5][N:4]1[C:16]([O:18][CH2:19][C:20]1[CH:25]=[CH:24][C:23]([N+:26]([O-:28])=[O:27])=[CH:22][CH:21]=1)=[O:17].[Cl:29][CH:30]([CH3:34])[C:31](Cl)=[O:32].[OH-].[Na+]>O1CCCC1.O>[Si:9]([O:8][C@H:6]1[CH2:5][N:4]([C:16]([O:18][CH2:19][C:20]2[CH:25]=[CH:24][C:23]([N+:26]([O-:28])=[O:27])=[CH:22][CH:21]=2)=[O:17])[C@H:3]([CH2:2][NH:1][C:31](=[O:32])[CH:30]([Cl:29])[CH3:34])[CH2:7]1)([C:12]([CH3:15])([CH3:14])[CH3:13])([CH3:11])[CH3:10] |f:2.3|. Procedure details: To a solution of (2S,4R)-2-aminomethyl-4-(t-butyldimethylsilyloxy)-1-(4-nitrobenzyloxycarbonyl)-pyrrolidine (15 g) in a mixture of tetrahydrofuran (100 ml) and water (50 ml) was added dropwise 2-chloropropionylchloride (4.27 ml) with stirring under ice-cooling, keeping the pH 9-10 with 4N sodium hydroxide. The mixture was stirred at the same temperature for 1 hour. The reaction mixture was evaporated in vacuo to remove the organic layer. The resulting residue was extracted twice with ethyl aceta... The reactants are Cl.FC=1C=C(CN2N=CC(=C2)C2=CN(C3=NC=C(C=C32)C3=CC=C(C=C3)C3CCNCC3)S(=O)(=O)C3=CC=C(C)C=C3)C=CC1 (3-(1-(3-fluorobenzyl)-1H-pyrazol-4-yl)-5-(4-(piperidin-4-yl)phenyl)-1-tosyl-1H-pyrrolo[2,3-b]pyridine hydrochloride), FC=1C=C(CN2N=CC(=C2C)C2=CN(C3=NC=C(C=C32)C=3C=CC(=NC3)N3CCN(CC3)C[C@H](C)O)S(=O)(=O)C3=CC=C(C)C=C3)C=CC1 ((S)-1-(4-(5-(3-(1-(3-fluorobenzyl)-5-methyl-1H-pyrazol-4-yl)-1-tosyl-1H-pyrrolo[2,3-b]pyridin-5-yl)pyridin-2-yl) piperazin-1-yl)propan-2-ol), [OH-].[Li+] (lithium hydroxide). The solvent is C1CCOC1.CO.O (THF methanol water). Product: FC=1C=C(CN2N=CC(=C2C)C2=CNC3=NC=C(C=C32)C=3C=CC(=NC3)N3CCN(CC3)C[C@H](C)O)C=CC1 ((S)-1-(4-(5-(3-(1-(3-fluorobenzyl)-5-methyl-1H-pyrazol-4-yl)-1H-pyrrolo[2,3-b]pyridin-5-yl)pyridin-2-yl)piperazin-1-yl)propan-2-ol). The yield is 11.0%. As a reaction SMILES: Cl.FC1C=C(C=CC=1)CN1C=C(C2C3C(=NC=C(C4C=CC(C5CCNCC5)=CC=4)C=3)N(S(C3C=CC(C)=CC=3)(=O)=O)C=2)C=N1.[F:46][C:47]1[CH:48]=[C:49]([CH:92]=[CH:93][CH:94]=1)[CH2:50][N:51]1[C:55]([CH3:56])=[C:54]([C:57]2[C:65]3[C:60](=[N:61][CH:62]=[C:63]([C:66]4[CH:67]=[CH:68][C:69]([N:72]5[CH2:77][CH2:76][N:75]([CH2:78][C@@H:79]([OH:81])[CH3:80])[CH2:74][CH2:73]5)=[N:70][CH:71]=4)[CH:64]=3)[N:59](S(C3C=CC(C)=CC=3)(=O)=O)[CH:58]=2)[CH:53]=[N:52]1.[OH-].[Li+]>C1COCC1.CO.O>[F:46][C:47]1[CH:48]=[C:49]([CH:92]=[CH:93][CH:94]=1)[CH2:50][N:51]1[C:55]([CH3:56])=[C:54]([C:57]2[C:65]3[C:60](=[N:61][CH:62]=[C:63]([C:66]4[CH:67]=[CH:68][C:69]([N:72]5[CH2:77][CH2:76][N:75]([CH2:78][C@@H:79]([OH:81])[CH3:80])[CH2:74][CH2:73]5)=[N:70][CH:71]=4)[CH:64]=3)[NH:59][CH:58]=2)[CH:53]=[N:52]1 |f:0.1,3.4,5.6.7|. Reported procedure: Using similar reaction conditions as described in step-iii of example-1, (S)-1-(4-(5-(3-(1-(3-fluorobenzyl)-5-methyl-1H-pyrazol-4-yl)-1-tosyl-1H-pyrrolo[2,3-b]pyridin-5-yl)pyridin-2-yl) piperazin-1-yl)propan-2-ol (350 mg, 0.51 mmol) was hydrolyzed with lithium hydroxide (65 mg, 1.54 mmol) in THF/methanol/water (6/4/2 mL) to yield 40 mg (11% yield) after purification by preparative HPLC as a mixture of two isomers. MS: m/z=526.5 (M+1). HPLC: 89.1% in method B. The reactants are CCn1c(=O)c2c(nc(C3CCCC3)n2Cc2ccccc2)n2nc(COCc3ccc(OC)cc3)nc12, N#CC1=C(C#N)C(=O)C(Cl)=C(Cl)C1=O, ClCCl, O. Yields the product CCn1c(=O)c2c(nc(C3CCCC3)n2Cc2ccccc2)n2nc(CO)nc12. As a reaction SMILES: [CH2:1]([c:2]1[cH:3][cH:4][cH:5][cH:6][cH:7]1)[n:8]1[c:9]([CH:34]2[CH2:35][CH2:36][CH2:37][CH2:38]2)[n:10][c:11]2[c:12]1[c:13](=[O:33])[n:14]([CH2:31][CH3:32])[c:15]1[n:16]2[n:17][c:18]([CH2:20][O:21][CH2:22][c:23]2[cH:24][cH:25][c:26]([O:27][CH3:28])[cH:29][cH:30]2)[n:19]1.[Cl:40][C:41]1=[C:52]([Cl:53])[C:50](=[O:51])[C:47]([C:48]#[N:49])=[C:44]([C:45]#[N:46])[C:42]1=[O:43].[Cl:54][CH2:55][Cl:56].[OH2:39]>>[CH2:1]([c:2]1[cH:3][cH:4][cH:5][cH:6][cH:7]1)[n:8]1[c:9]([CH:34]2[CH2:35][CH2:36][CH2:37][CH2:38]2)[n:10][c:11]2[c:12]1[c:13](=[O:33])[n:14]([CH2:31][CH3:32])[c:15]1[n:16]2[n:17][c:18]([CH2:20][OH:21])[n:19]1. The reactants are BrC1=CC(=C(C=C1)NC=1C(=CC2=C(N=CN2)C1F)C(COCC)O)Cl (1-[6-(4-Bromo-2-chloro-phenylamino)-7-fluoro-3H-benzoimidazol-5-yl]-2-ethoxy-ethanol), C(=O)(O)[O-].[Na+] (NaHCO3), O.O.O.O.O.S(=S)(=O)([O-])[O-].[Na+].[Na+] (sodium thiosulfate pentahydrate). Product: BrC1=CC(=C(C=C1)NC=1C(=CC2=C(N=CN2)C1F)C(COCC)=O)Cl (1-[6-(4-Bromo-2-chloro-phenylamino)-7-fluoro-3H-benzoimidazol-5-yl]-2-ethoxy-ethanone). As a reaction SMILES: [Br:1][C:2]1[CH:7]=[CH:6][C:5]([NH:8][C:9]2[C:10]([CH:19]([OH:24])[CH2:20][O:21][CH2:22][CH3:23])=[CH:11][C:12]3[NH:16][CH:15]=[N:14][C:13]=3[C:17]=2[F:18])=[C:4]([Cl:25])[CH:3]=1.C([O-])(O)=O.[Na+].O.O.O.O.O.S([O-])([O-])(=O)=S.[Na+].[Na+]>>[Br:1][C:2]1[CH:7]=[CH:6][C:5]([NH:8][C:9]2[C:10]([C:19](=[O:24])[CH2:20][O:21][CH2:22][CH3:23])=[CH:11][C:12]3[NH:16][CH:15]=[N:14][C:13]=3[C:17]=2[F:18])=[C:4]([Cl:25])[CH:3]=1 |f:1.2,3.4.5.6.7.8.9.10|. Reported procedure: The title compound is prepared from 1-[6-(4-bromo-2-chloro-phenylamino)-7-fluoro-3H-benzoimidazol-5-yl]-2-ethoxy-ethanol 10o according to the procedure described in Example 42, Step B except that the reaction mixture is not treated with saturated aqueous NaHCO3 containing sodium thiosulfate pentahydrate. MS APCI (+) m/z 426, 428 (M+, Br pattern) detected; 1H NMR (400 MHz, CD3OD) δ 8.36 (s, 1H), 8.04 (s, 1H), 7.51 (d, 1H), 7.21 (dd, 1H), 6.51 (dd, 1H), 4.76 (s, 2H), 3.57 (q, 2H), 1.19 (t, 3H); 19... RXN SMILES: [CH3:1][C:2]1[C:6]([C:7]2[CH:12]=[CH:11][C:10](SC)=[CH:9][CH:8]=2)=[C:5]([C:15]2[CH:20]=[CH:19][CH:18]=[CH:17][CH:16]=2)[O:4][N:3]=1.O[O:22][S:23]([O-:25])=O.[K+].O1CCC[CH2:28]1>CO.O>[CH3:1][C:2]1[C:6]([C:7]2[CH:12]=[CH:11][C:10]([S:23]([CH3:28])(=[O:25])=[O:22])=[CH:9][CH:8]=2)=[C:5]([C:15]2[CH:20]=[CH:19][CH:18]=[CH:17][CH:16]=2)[O:4][N:3]=1 |f:1.2|. Run in CO (methanol), O (water). Procedure details: To a solution of 3-methyl-4-(4-methylthiophenyl)-5-phenylisoxazole (Step 3) (285 mg, 1 mmol) in tetrahydrofuran and methanol (1:1) was added a solution of Oxone® (900 mg, 1.5 mmol) in water (5 ml). The reaction mixture was stirred rapidly at 25° C. for 3 hours. The reaction mixture was extracted with ethyl acetate and the organic extracts dried. After filtration and solvent removal, the crude residue was recrystallized from ethyl acetate and hexane to give pure product as a crystalline solid (25... Starting materials: CC1=NOC(=C1C1=CC=C(C=C1)SC)C1=CC=CC=C1 (3-methyl-4-(4-methylthiophenyl)-5-phenylisoxazole), OOS(=O)[O-].[K+] (Oxone), O1CCCC1 (tetrahydrofuran). Run at temperature 25 celsius, time 3 hour. The product is CC1=NOC(=C1C1=CC=C(C=C1)S(=O)(=O)C)C1=CC=CC=C1 (3-methyl-4-(4-methylsulfonylphenyl)-5-phenylisoxazole). Yield: 79.0%.